From a dataset of the Open Reaction Database (ORD), a public repository of structured organic reaction records. describe an organic reaction: reactants, conditions, products, and yield Starting materials: FC(C(C(C(C(C(C(C(F)(F)F)(F)F)(F)F)(F)F)(F)F)(F)F)(F)F)(S(=O)(=O)N)F (perfluorooctane sulphonamide), [OH-].[Li+] (lithium hydroxide). The solvent is O (water). Product: solution, C(F)(F)(C(F)(F)C(F)(F)C(F)(F)C(F)(F)C(F)(F)C(F)(F)C(F)(F)F)S(=O)(=O)N[Li] (C8F17SO2NHLi). Yield: 10.0%. As a reaction SMILES: [F:1][C:2]([F:29])([S:25]([NH2:28])(=[O:27])=[O:26])[C:3]([F:24])([F:23])[C:4]([F:22])([F:21])[C:5]([F:20])([F:19])[C:6]([F:18])([F:17])[C:7]([F:16])([F:15])[C:8]([F:14])([F:13])[C:9]([F:12])([F:11])[F:10].[OH-].[Li+:31]>O>[C:2]([S:25]([NH:28][Li:31])(=[O:27])=[O:26])([C:3]([C:4]([C:5]([C:6]([C:7]([C:8]([C:9]([F:12])([F:11])[F:10])([F:14])[F:13])([F:16])[F:15])([F:18])[F:17])([F:19])[F:20])([F:22])[F:21])([F:23])[F:24])([F:1])[F:29] |f:1.2|. Procedure: 49.4 g (0.099 mol) of perfluorooctane sulphonamide and 2.37 g (0.099 mol) of lithium hydroxide were introduced into 448 g of water and dissolved at ca. about 50° C. with stirring. A 10% solution of C8F17SO2NHLi was obtained. Starting materials: O=Cc1[nH]c2c(c1-c1ccc(F)cc1)C(=O)NCC2, COCC(=O)Nc1cc2c(cc1F)CC(=O)N2. Product: COCC(=O)Nc1cc2c(cc1F)C(=Cc1[nH]c3c(c1-c1ccc(F)cc1)C(=O)NCC3)C(=O)N2. RXN SMILES: [F:1][c:2]1[cH:3][cH:4][c:5](-[c:8]2[c:9]([CH:18]=[O:19])[nH:10][c:11]3[c:12]2[C:13](=[O:17])[NH:14][CH2:15][CH2:16]3)[cH:6][cH:7]1.[F:20][c:21]1[cH:22][c:23]2[c:27]([cH:28][c:29]1[NH:30][C:31]([CH2:32][O:33][CH3:34])=[O:35])[NH:26][C:25](=[O:36])[CH2:24]2>>[F:1][c:2]1[cH:3][cH:4][c:5](-[c:8]2[c:9]([CH:18]=[C:24]3[c:23]4[cH:22][c:21]([F:20])[c:29]([NH:30][C:31]([CH2:32][O:33][CH3:34])=[O:35])[cH:28][c:27]4[NH:26][C:25]3=[O:36])[nH:10][c:11]3[c:12]2[C:13](=[O:17])[NH:14][CH2:15][CH2:16]3)[cH:6][cH:7]1.